From a dataset of the Open Reaction Database (ORD), a public repository of structured organic reaction records. describe an organic reaction: reactants, conditions, products, and yield The reactants are FCC(=O)[O-].[Na+] (Sodium monofluoroacetate), Cl.Cl.NCC(=O)C12CCCN(CC1)C2 (5-(2-Aminoacetyl)-1-azabicyclo[3.2.1]octane dihydrochloride salt), CN1CCOCC1 (N-methylmorpholine), CN1CCOCC1 (N-methylmorpholine), C(C(C)C)OC(=O)Cl (isobutylchloroformate). The solvent is CN(C=O)C (N,N-dimethylformamide). Reaction conditions: temperature -15 celsius, time 2.5 minute. Yields the product FCC=1OC(=CN1)C12CCCN(CC1)C2 ((±)5-(2-Fluoromethyl-1,3-oxazol-5-yl)-1-azabicyclo [3.2.1]octane). Isolated yield 17.6%. Reaction SMILES: [F:1][CH2:2][C:3]([O-:5])=O.[Na+].CN1CCOCC1.C(OC(Cl)=O)C(C)C.Cl.Cl.[NH2:24][CH2:25][C:26]([C:28]12[CH2:35][N:32]([CH2:33][CH2:34]1)[CH2:31][CH2:30][CH2:29]2)=O>CN(C)C=O>[F:1][CH2:2][C:3]1[O:5][C:26]([C:28]23[CH2:35][N:32]([CH2:33][CH2:34]2)[CH2:31][CH2:30][CH2:29]3)=[CH:25][N:24]=1 |f:0.1,4.5.6|. Reported procedure: Sodium monofluoroacetate (110mg, 1.1 mmole) was dissolved in dry, distilled N,N-dimethylformamide (20ml), the solution cooled to -15° C., and N-methylmorpholine (0.114ml, 1.0 mmole) added, followed by isobutylchloroformate (0.176ml, 1.1 mmole). The resulting white suspension was stirred for 2-3 minutes. 5-(2-Aminoacetyl)-1-azabicyclo[3.2.1]octane dihydrochloride salt (D24A) (250mg, 1.0 mmol) was suspended in dry N,N-dimethylformamide (20ml) and N-methylmorpholine (0.228ml, 2.0 mmol) added. The r... Starting materials: CC=1NC=CN1 (2-methylimidazole), ClC=1N=C(C2=C(N1)SC(=C2)Cl)NCC2=CC(=C(C=C2)OC)Cl (2,6-dichloro-4-(3-chloro-4-methoxybenzylamino)-thieno-[2,3-d]-pyrimidine). The product is CC=1N(C=CN1)C=1N=C(C2=C(N1)SC(=C2)Cl)NCC2=CC(=C(C=C2)OC)Cl (2-(2-methylimidazol-1-yl)-6-chloro-4-(3-chloro-4-methoxybenzylamino)-thieno-[2,3-d]-pyrimidine). RXN SMILES: [CH3:1][C:2]1[NH:3][CH:4]=[CH:5][N:6]=1.Cl[C:8]1[N:9]=[C:10]([NH:18][CH2:19][C:20]2[CH:25]=[CH:24][C:23]([O:26][CH3:27])=[C:22]([Cl:28])[CH:21]=2)[C:11]2[CH:16]=[C:15]([Cl:17])[S:14][C:12]=2[N:13]=1>>[CH3:1][C:2]1[N:3]([C:8]2[N:9]=[C:10]([NH:18][CH2:19][C:20]3[CH:25]=[CH:24][C:23]([O:26][CH3:27])=[C:22]([Cl:28])[CH:21]=3)[C:11]3[CH:16]=[C:15]([Cl:17])[S:14][C:12]=3[N:13]=2)[CH:4]=[CH:5][N:6]=1. Reported procedure: Following the procedure of Example 97, the reaction of 2-methylimidazole with 2,6-dichloro-4-(3-chloro-4-methoxybenzylamino)-thieno-[2,3-d]-pyrimidine gives 2-(2-methylimidazol-1-yl)-6-chloro-4-(3-chloro-4-methoxybenzylamino)-thieno-[2,3-d]-pyrimidine. Starting materials: CCO, CC(C)n1nc(-c2nc(C#N)c(C#N)nc2-c2ccccc2)ccc1=O, O, OO. The product is CC(C)n1nc(-c2nc(C#N)c(C(N)=O)nc2-c2ccccc2)ccc1=O. Reaction SMILES: [CH3:27][CH2:28][OH:29].[CH:1]([CH3:2])([CH3:3])[n:4]1[n:5][c:6](-[c:11]2[n:12][c:13]([C:25]#[N:26])[c:14]([C:23]#[N:24])[n:15][c:16]2-[c:17]2[cH:18][cH:19][cH:20][cH:21][cH:22]2)[cH:7][cH:8][c:9]1=[O:10].[OH2:32].[OH:30][OH:31]>>[CH:1]([CH3:2])([CH3:3])[n:4]1[n:5][c:6](-[c:11]2[n:12][c:13]([C:25]#[N:26])[c:14]([C:23]([NH2:24])=[O:29])[n:15][c:16]2-[c:17]2[cH:18][cH:19][cH:20][cH:21][cH:22]2)[cH:7][cH:8][c:9]1=[O:10]. Run at temperature 80 celsius. Starting materials: ClC=1N=NC(=CC1)Cl (3,6-dichloropyridazine), [H-].NN (hydrazine monohydride). RXN SMILES: [Cl:1][C:2]1[N:3]=[N:4][C:5](Cl)=[CH:6][CH:7]=1.[H-].[NH2:10][NH2:11]>>[Cl:1][C:2]1[N:3]=[N:4][C:5]([NH:10][NH2:11])=[CH:6][CH:7]=1 |f:1.2|. Procedure: A mixture of 3,6-dichloropyridazine (3 g, 20.14 mmol) and hydrazine monohydride (1 g, 20.14 mmol) was heated in a sealed tube to 80° C. for 5 hours. Solvent was evaporated and the crude was used in the next step without purification (3.56 g, 100%). LCMS (method B): [MH]+=145.1, tR=0.57 min. The product is ClC=1N=NC(=CC1)NN (3-Chloro-6-hydrazinylpyridazine). Reactants: CCO, Cl, [Na+], C1CCOC1, [OH-], CCOC(=O)c1cn(Cc2ccc(Oc3ccccc3)cc2)nc1OCc1ccc(OCc2nc(-c3ccco3)oc2C)c(OC)c1. As a reaction SMILES: [CH3:56][CH2:57][OH:58].[ClH:55].[Na+:49].[O:50]1[CH2:51][CH2:52][CH2:53][CH2:54]1.[OH-:48].[o:1]1[c:2](-[c:6]2[o:7][c:8]([CH3:47])[c:9]([CH2:11][O:12][c:13]3[c:14]([O:45][CH3:46])[cH:15][c:16]([CH2:17][O:18][c:19]4[n:20][n:21]([CH2:29][c:30]5[cH:31][cH:32][c:33]([O:36][c:37]6[cH:38][cH:39][cH:40][cH:41][cH:42]6)[cH:34][cH:35]5)[cH:22][c:23]4[C:24](=[O:25])[O:26][CH2:27][CH3:28])[cH:43][cH:44]3)[n:10]2)[cH:3][cH:4][cH:5]1>>[o:1]1[c:2](-[c:6]2[o:7][c:8]([CH3:47])[c:9]([CH2:11][O:12][c:13]3[c:14]([O:45][CH3:46])[cH:15][c:16]([CH2:17][O:18][c:19]4[n:20][n:21]([CH2:29][c:30]5[cH:31][cH:32][c:33]([O:36][c:37]6[cH:38][cH:39][cH:40][cH:41][cH:42]6)[cH:34][cH:35]5)[cH:22][c:23]4[C:24](=[O:25])[OH:26])[cH:43][cH:44]3)[n:10]2)[cH:3][cH:4][cH:5]1. The product is COc1cc(COc2nn(Cc3ccc(Oc4ccccc4)cc3)cc2C(=O)O)ccc1OCc1nc(-c2ccco2)oc1C. Reactants: O=CO, O=C1CC2(CCC2)C1(Cl)CC(Cl)(Cl)Cl, [Zn]. The product is O=C1CC2(CCC2)C1CC(Cl)(Cl)Cl. Reaction SMILES: [CH:16]([OH:17])=[O:18].[Cl:1][C:2]1([CH2:10][C:11]([Cl:12])([Cl:13])[Cl:14])[C:3](=[O:9])[CH2:4][C:5]12[CH2:6][CH2:7][CH2:8]2.[Zn:15]>>[CH:2]1([CH2:10][C:11]([Cl:12])([Cl:13])[Cl:14])[C:3](=[O:9])[CH2:4][C:5]12[CH2:6][CH2:7][CH2:8]2. Starting materials: C(=O)(O)C1=CC=C(COC(=O)NC=2C(N(C(=CC2)C2=CC=CC=C2)CC(=O)NC(C(C(F)(F)F)=O)C(C)C)=O)C=C1 (2-[3-(4-carboxybenzyloxycarbonylamino)-2-oxo-6-phenyl-1,2-dihydro-1-pyridyl]-N-(3,3,3-trifluoro-1-isopropyl-2-oxopropyl)acetamide), Cl.CN(CCCN=C=NCC)C (1-(3-dimethylaminopropyl)-3-ethylcarbodiimide hydrochloride), CS(=O)(=O)N (methanesulfonamide). Reagents/catalysts: CN(C1=CC=NC=C1)C (4-dimethylaminopyridine). The solvent is ClCCl (dichloromethane), C(C)(=O)OCC (ethyl acetate). Reaction conditions: time 5 day. Product: CS(=O)(=O)NC(=O)C1=CC=C(COC(=O)NC=2C(N(C(=CC2)C2=CC=CC=C2)CC(=O)NC(C(C(F)(F)F)=O)C(C)C)=O)C=C1 (2-[3-[4-(N-methylsulfonylcarbamoyl)benzyloxycarbonylamino]-2-oxo-6-phenyl-1,2-dihydro-1-pyridyl]-N-(3,3,3-trifluoro-1-isopropyl-2-oxopropyl)acetamide). RXN SMILES: [C:1]([C:4]1[CH:41]=[CH:40][C:7]([CH2:8][O:9][C:10]([NH:12][C:13]2[C:14](=[O:39])[N:15]([CH2:25][C:26]([NH:28][CH:29]([CH:36]([CH3:38])[CH3:37])[C:30](=[O:35])[C:31]([F:34])([F:33])[F:32])=[O:27])[C:16]([C:19]3[CH:24]=[CH:23][CH:22]=[CH:21][CH:20]=3)=[CH:17][CH:18]=2)=[O:11])=[CH:6][CH:5]=1)(O)=[O:2].Cl.CN(C)CCCN=C=NCC.[CH3:54][S:55]([NH2:58])(=[O:57])=[O:56]>CN(C)C1C=CN=CC=1.ClCCl.C(OCC)(=O)C>[CH3:54][S:55]([NH:58][C:1]([C:4]1[CH:5]=[CH:6][C:7]([CH2:8][O:9][C:10]([NH:12][C:13]2[C:14](=[O:39])[N:15]([CH2:25][C:26]([NH:28][CH:29]([CH:36]([CH3:37])[CH3:38])[C:30](=[O:35])[C:31]([F:33])([F:34])[F:32])=[O:27])[C:16]([C:19]3[CH:24]=[CH:23][CH:22]=[CH:21][CH:20]=3)=[CH:17][CH:18]=2)=[O:11])=[CH:40][CH:41]=1)=[O:2])(=[O:57])=[O:56] |f:1.2|. Procedure: To a solution of 2-[3-(4-carboxybenzyloxycarbonylamino)-2-oxo-6-phenyl-1,2-dihydro-1-pyridyl]-N-(3,3,3-trifluoro-1-isopropyl-2-oxopropyl)acetamide (0.387 g), 1-(3-dimethylaminopropyl)-3-ethylcarbodiimide hydrochloride (0.43 g) and 4-dimethylaminopyridine (0.27 g) in dry dichloromethane was added methanesulfonamide; and the reaction mixture was stirred for 5 days. The mixture was diluted with ethyl acetate, washed (three times with 10% aqueous hydrochloric acid, then brine), dried and evaporated ... The reactants are COC=1C=C(C=CC1)N1N=C(C(=C1)C(=O)O)C1=C(C=CC=C1)[N+](=O)[O-] (1-(3-methoxyphenyl)-3-(2-nitrophenyl)-1H-pyrazole-4-carboxylic acid), CO (methanol). Reagents/catalysts: [Pd] (palladium). Solvent: O1CCCC1 (tetrahydrofuran), O1CCCC1 (tetrahydrofuran). Product: COC=1C=C(C=CC1)N1N=C2C(C(NC=3C=CC=CC23)=O)=C1 (2-(3-methoxyphenyl)-2,5-dihydro-4H-pyrazolo[4,3-c]quinolin-4-one). Isolated yield 82.2%. As a reaction SMILES: [CH3:1][O:2][C:3]1[CH:4]=[C:5]([N:9]2[CH:13]=[C:12]([C:14](O)=[O:15])[C:11]([C:17]3[CH:22]=[CH:21][CH:20]=[CH:19][C:18]=3[N+:23]([O-])=O)=[N:10]2)[CH:6]=[CH:7][CH:8]=1.CO>[Pd].O1CCCC1>[CH3:1][O:2][C:3]1[CH:4]=[C:5]([N:9]2[CH:13]=[C:12]3[C:14](=[O:15])[NH:23][C:18]4[CH:19]=[CH:20][CH:21]=[CH:22][C:17]=4[C:11]3=[N:10]2)[CH:6]=[CH:7][CH:8]=1. Procedure: A mixture of 1-(3-methoxyphenyl)-3-(2-nitrophenyl)-1H-pyrazole-4-carboxylic acid (500 mg), 10% palladium/active carbon (50% water, 50 mg), tetrahydrofuran (30 ml) and methanol (50 ml) was stirred under hydrogen atmosphere, at room temperature for one night. To the reaction mixture was added tetrahydrofuran to dissolve the precipitated solid and the reaction mixture was filtered. The filtrate was concentrated under reduced pressure. To the residue was added ethanol-ethyl acetate, and the solid wa... Starting materials: CCc1nn2ccccc2c1NC(=O)OC(C)(C)C, CC(C)(C)[O-], CS(=O)(=O)OCC1CCOCC1, CN(C)C=O, CCOC(C)=O, [K+], C1CCOC1, O. Yields the product CCc1nn2ccccc2c1N(CC1CCOCC1)C(=O)OC(C)(C)C. As a reaction SMILES: [CH2:1]([CH3:2])[c:3]1[n:4][n:5]2[c:6]([cH:7][cH:8][cH:9][cH:10]2)[c:11]1[NH:12][C:13]([O:14][C:15]([CH3:16])([CH3:17])[CH3:18])=[O:19].[CH3:20][C:21]([CH3:22])([O-:23])[CH3:24].[CH3:26][S:27]([O:28][CH2:31][CH:32]1[CH2:33][CH2:34][O:35][CH2:36][CH2:37]1)(=[O:29])=[O:30].[CH3:43][N:44]([CH3:45])[CH:46]=[O:47].[CH3:48][CH2:49][O:50][C:51](=[O:52])[CH3:53].[K+:25].[O:38]1[CH2:39][CH2:40][CH2:41][CH2:42]1.[OH2:54]>>[CH2:1]([CH3:2])[c:3]1[n:4][n:5]2[c:6]([cH:7][cH:8][cH:9][cH:10]2)[c:11]1[N:12]([C:13]([O:14][C:15]([CH3:16])([CH3:17])[CH3:18])=[O:19])[CH2:31][CH:32]1[CH2:33][CH2:34][O:35][CH2:36][CH2:37]1.